Dataset: the Open Reaction Database (ORD), a public repository of structured organic reaction records. Task: describe an organic reaction: reactants, conditions, products, and yield Starting materials: Cl (Hydrochloric acid), C1(CC1)C(=O)C (Methyl cyclopropyl ketone), [H-].[Na+] (sodium hydride), ClC=1C(=NC=C(C1)Cl)C(=O)OCC (Ethyl 3,5-dichloropyridine-2-carboxylate). Run in C(C)OCC (diethyl ether). Reaction conditions: temperature 0 celsius, time 1 hour. The product is C1(CC1)C(CC(=O)C1=NC=C(C=C1Cl)Cl)=O (3-cyclopropyl-1-(3,5-dichloropyridin-2-yl)propan1,3-dione). The yield is 53.3%. As a reaction SMILES: [CH:1]1([C:4]([CH3:6])=[O:5])[CH2:3][CH2:2]1.[H-].[Na+].[Cl:9][C:10]1[C:11]([C:17](OCC)=[O:18])=[N:12][CH:13]=[C:14]([Cl:16])[CH:15]=1.Cl>C(OCC)C>[CH:1]1([C:4](=[O:5])[CH2:6][C:17]([C:11]2[C:10]([Cl:9])=[CH:15][C:14]([Cl:16])=[CH:13][N:12]=2)=[O:18])[CH2:3][CH2:2]1 |f:1.2|. Procedure details: Methyl cyclopropyl ketone (1.65 g) was added to a stirred suspension of sodium hydride (80% dispersion in oil; 0.6 g) in dry diethyl ether at 0° C. under an inert atmosphere. The mixture was stirred at 0° C. for one hour. Ethyl 3,5-dichloropyridine-2-carboxylate (2.16 g) was added and the mixture was stirred at 0° C. for 1 hour and then at room temperature overnight. Hydrochloric acid (2N) was added and the mixture was extracted with diethyl ether. The organic extracts were washed with water, dr... Reactants: C(#N)C1=C(C=CC=C1)C1=CC=C(C=C1)CC=1C(N(C=2N(C1CCC)N=CC2)[C@@H]2CC[C@H](CC2)OCC(=O)N(C)OC)=O (2-[(trans-4-{6-[(2′-cyanobiphenyl-4-yl)methyl]-5-oxo-7-propylpyrazolo[1,5-a]pyrimidin-4(5H)-yl}cyclohexyl)oxy]-N-methoxy-N-methylacetamide), C[Mg]Br (methylmagnesium bromide), C(C)(=O)OCC (ethyl acetate). Run in O1CCCC1 (tetrahydrofuran). Run at time 2 hour. Product: O=C1N(C=2N(C(=C1CC1=CC=C(C=C1)C=1C(=CC=CC1)C#N)CCC)N=CC2)[C@@H]2CC[C@H](CC2)OCC(C)=O (4′-({5-oxo-4-[trans-4-(2-oxopropoxy)cyclohexyl]-7-propyl-4,5-dihydropyrazolo[1,5-a]pyrimidin-6-yl}methyl)biphenyl-2-carbonitrile). The yield is 94.0%. As a reaction SMILES: [C:1]([C:3]1[CH:8]=[CH:7][CH:6]=[CH:5][C:4]=1[C:9]1[CH:14]=[CH:13][C:12]([CH2:15][C:16]2[C:17](=[O:42])[N:18]([C@H:28]3[CH2:33][CH2:32][C@H:31]([O:34][CH2:35][C:36](N(OC)C)=[O:37])[CH2:30][CH2:29]3)[C:19]3[N:20]([N:25]=[CH:26][CH:27]=3)[C:21]=2[CH2:22][CH2:23][CH3:24])=[CH:11][CH:10]=1)#[N:2].[CH3:43][Mg]Br.C(OCC)(=O)C>O1CCCC1>[O:42]=[C:17]1[C:16]([CH2:15][C:12]2[CH:11]=[CH:10][C:9]([C:4]3[C:3]([C:1]#[N:2])=[CH:8][CH:7]=[CH:6][CH:5]=3)=[CH:14][CH:13]=2)=[C:21]([CH2:22][CH2:23][CH3:24])[N:20]2[N:25]=[CH:26][CH:27]=[C:19]2[N:18]1[C@H:28]1[CH2:33][CH2:32][C@H:31]([O:34][CH2:35][C:36](=[O:37])[CH3:43])[CH2:30][CH2:29]1. Procedure: To a solution of 2-[(trans-4-{6-[(2′-cyanobiphenyl-4-yl)methyl]-5-oxo-7-propylpyrazolo[1,5-a]pyrimidin-4(5H)-yl}cyclohexyl)oxy]-N-methoxy-N-methylacetamide (1.3 g) in tetrahydrofuran (10 mL) was added dropwise methylmagnesium bromide (1 M tetrahydrofuran solution, 1.3 mL) at 0° C., and the mixture was stirred for 2 hr. To the reaction mixture were added ethyl acetate and then saturated aqueous ammonium chloride solution, and the mixture was extracted with ethyl acetate. The organic layer was was... Reactants: CC(=O)c1cccc(CBr)c1, CNCC=CC#CC(C)(C)C, [Na+], [Na+], O=C([O-])[O-]. Product: CC(=O)c1cccc(CN(C)CC=CC#CC(C)(C)C)c1. RXN SMILES: [Br:18][CH2:19][c:20]1[cH:21][c:22]([C:26]([CH3:27])=[O:28])[cH:23][cH:24][cH:25]1.[CH3:1][C:2]([C:3]#[C:4][CH:5]=[CH:6][CH2:7][NH:8][CH3:9])([CH3:10])[CH3:11].[Na+:12].[Na+:13].[O-:14][C:15](=[O:16])[O-:17]>>[CH3:1][C:2]([C:3]#[C:4][CH:5]=[CH:6][CH2:7][N:8]([CH3:9])[CH2:19][c:20]1[cH:21][c:22]([C:26]([CH3:27])=[O:28])[cH:23][cH:24][cH:25]1)([CH3:10])[CH3:11]. The reactants are CN(CCNC(=O)C=1C=C(C=CC1)C1NC2=CC=C(C=C2CC1(C)C)C(=O)OC)C (methyl 2-(3-(2-(dimethylamino)ethylcarbamoyl)phenyl)-3,3-dimethyl-1,2,3,4-tetrahydroquinoline-6-carboxylate), [OH-].[Na+] (sodium hydroxide). Solvent: CO (methanol). The product is CN(CCNC(=O)C=1C=C(C=CC1)C1NC2=CC=C(C=C2CC1(C)C)C(=O)O)C (2-(3-(2-(Dimethylamino)ethylcarbamoyl)phenyl)-3,3-dimethyl-1,2,3,4-tetrahydroquinoline-6-carboxylic acid). Reaction SMILES: [CH3:1][N:2]([CH3:30])[CH2:3][CH2:4][NH:5][C:6]([C:8]1[CH:9]=[C:10]([CH:14]2[C:23]([CH3:25])([CH3:24])[CH2:22][C:21]3[C:16](=[CH:17][CH:18]=[C:19]([C:26]([O:28]C)=[O:27])[CH:20]=3)[NH:15]2)[CH:11]=[CH:12][CH:13]=1)=[O:7].[OH-].[Na+]>CO>[CH3:30][N:2]([CH3:1])[CH2:3][CH2:4][NH:5][C:6]([C:8]1[CH:9]=[C:10]([CH:14]2[C:23]([CH3:25])([CH3:24])[CH2:22][C:21]3[C:16](=[CH:17][CH:18]=[C:19]([C:26]([OH:28])=[O:27])[CH:20]=3)[NH:15]2)[CH:11]=[CH:12][CH:13]=1)=[O:7] |f:1.2|. Procedure: A mixture of methyl 2-(3-(2-(dimethylamino)ethylcarbamoyl)phenyl)-3,3-dimethyl-1,2,3,4-tetrahydroquinoline-6-carboxylate (157 mg, 0.38 mmol) in methanol (6.5 mL) and 1M sodium hydroxide aqueous solution (5.1 mL, 5.1 mmol, 13.0 eq.) was heated to reflux for 30 min, LC-MS showed the reaction was complete and only the desired product formed. The solvent was concentrate in vacuo and the residue was dissolved in water and acidified with 1 M hydrochloric acid solution to pH=6. The white precipitated s...